From a dataset of the Open Reaction Database (ORD), a public repository of structured organic reaction records. describe an organic reaction: reactants, conditions, products, and yield Starting materials: C, CCN(CC)CCOc1ccc(C=CC(=O)NC2CCC(C)CC2)cc1OC, CO, [Pd]. Yields the product CCN(CC)CCOc1ccc(CCC(=O)NC2CCC(C)CC2)cc1OC. RXN SMILES: [C:29].[CH3:1][CH:2]1[CH2:3][CH2:4][CH:5]([NH:8][C:9]([CH:10]=[CH:11][c:12]2[cH:13][c:14]([O:26][CH3:27])[c:15]([O:18][CH2:19][CH2:20][N:21]([CH2:22][CH3:23])[CH2:24][CH3:25])[cH:16][cH:17]2)=[O:28])[CH2:6][CH2:7]1.[CH3:31][OH:32].[Pd:30]>>[CH3:1][CH:2]1[CH2:3][CH2:4][CH:5]([NH:8][C:9]([CH2:10][CH2:11][c:12]2[cH:13][c:14]([O:26][CH3:27])[c:15]([O:18][CH2:19][CH2:20][N:21]([CH2:22][CH3:23])[CH2:24][CH3:25])[cH:16][cH:17]2)=[O:28])[CH2:6][CH2:7]1. The reactants are C1CCOC1, COC(=O)CCCC#CCN1C(=O)CCCC1C=O, [H-], [Na+], COP(=O)(CC(=O)Cc1ccccc1)OC. Yields the product COC(=O)CCCC#CCN1C(=O)CCCC1C=CC(=O)Cc1ccccc1. Reaction SMILES: [CH2:38]1[O:39][CH2:40][CH2:41][CH2:42]1.[CH3:19][O:20][C:21]([CH2:22][CH2:23][CH2:24][C:25]#[C:26][CH2:27][N:28]1[CH:29]([CH:35]=[O:36])[CH2:30][CH2:31][CH2:32][C:33]1=[O:34])=[O:37].[H-:1].[Na+:2].[O:3]=[C:4]([CH2:5][P:6](=[O:7])([O:8][CH3:9])[O:10][CH3:11])[CH2:12][c:13]1[cH:14][cH:15][cH:16][cH:17][cH:18]1>>[O:3]=[C:4]([CH:5]=[CH:35][CH:29]1[N:28]([CH2:27][C:26]#[C:25][CH2:24][CH2:23][CH2:22][C:21]([O:20][CH3:19])=[O:37])[C:33](=[O:34])[CH2:32][CH2:31][CH2:30]1)[CH2:12][c:13]1[cH:14][cH:15][cH:16][cH:17][cH:18]1. Reactants: CCOC(C)=O, CNC(=O)COC(=O)N1CCN(c2ccc([N+](=O)[O-])cn2)CC1. The product is CNC(=O)COC(=O)N1CCN(c2ccc(N)cn2)CC1. RXN SMILES: [CH3:24][CH2:25][O:26][C:27](=[O:28])[CH3:29].[N+:1]([O-:2])(=[O:3])[c:4]1[cH:5][cH:6][c:7]([N:10]2[CH2:11][CH2:12][N:13]([C:16](=[O:17])[O:18][CH2:19][C:20](=[O:21])[NH:22][CH3:23])[CH2:14][CH2:15]2)[n:8][cH:9]1>>[NH2:1][c:4]1[cH:5][cH:6][c:7]([N:10]2[CH2:11][CH2:12][N:13]([C:16](=[O:17])[O:18][CH2:19][C:20](=[O:21])[NH:22][CH3:23])[CH2:14][CH2:15]2)[n:8][cH:9]1. Starting materials: C(C)OC(CC(N1C(N(C2=C1C=CC=C2)CC=2C1=C(SC2)C=CC=C1C)=O)OCC)=O (3-Ethoxy-3-[3-(4-methyl-benzo[b]thiophen-3-ylmethyl)-2-oxo-2,3-dihydro-benzimidazol-1-yl]-propionic acid ethyl ester), [OH-].[Na+] (NaOH), Cl (HCl), O (water). Run in CO (MeOH). Run at time 2 hour. Yields the product C(C)OC(CC(=O)O)N1C(N(C2=C1C=CC=C2)CC=2C1=C(SC2)C=CC=C1C)=O (3-Ethoxy-3-[3-(4-methyl-benzo[b]thiophen-3-ylmethyl)-2-oxo-2,3-dihydro-benzimidazol-1-yl]-propionic acid). Yield: 99.7%. Reaction SMILES: C([O:3][C:4](=[O:31])[CH2:5][CH:6]([O:28][CH2:29][CH3:30])[N:7]1[C:11]2[CH:12]=[CH:13][CH:14]=[CH:15][C:10]=2[N:9]([CH2:16][C:17]2[C:18]3[C:25]([CH3:26])=[CH:24][CH:23]=[CH:22][C:19]=3[S:20][CH:21]=2)[C:8]1=[O:27])C.[OH-].[Na+].Cl.O>CO>[CH2:29]([O:28][CH:6]([N:7]1[C:11]2[CH:12]=[CH:13][CH:14]=[CH:15][C:10]=2[N:9]([CH2:16][C:17]2[C:18]3[C:25]([CH3:26])=[CH:24][CH:23]=[CH:22][C:19]=3[S:20][CH:21]=2)[C:8]1=[O:27])[CH2:5][C:4]([OH:31])=[O:3])[CH3:30] |f:1.2|. Procedure: To a solution of 3-Ethoxy-3-[3-(4-methyl-benzo[b]thiophen-3-ylmethyl)-2-oxo-2,3-dihydro-benzimidazol-1-yl]-propionic acid ethyl ester (50 mg, 0.11 mmol) in MeOH (3.0 mL) is added 2.0 N NaOH solution (1.0 mL). The reaction mixture is stirred at room temperature for 2 h. Then 1.0 M HCl solution (3.0 mL) and water (10 mL) are added and the reaction mixture is extracted with EtOAc (3×20 mL). The organic layers are combined, dried and concentrated to give 45 mg (96%) of the crude 3-Ethoxy-3-[3-(4-met... Reaction conditions: time 3 hour. Procedure: In an argon atmosphere, a dilithium(N,N′-di-tert-butyl-1,2-vinylenediaminide) solution prepared according to the procedure and reagent quantities described in Reference Example-9 was added to a hexane (50 mL) solution containing 25.20 g (186.0 mmol) of trichlorosilane, and the mixture was stirred at room temperature for 3 hours. Insoluble matters produced were separated by filtration, and the solvent was removed by distillation from the filtrate under atmospheric pressure. The obtained residue w... Isolated yield 83.0%. Run in CCCCCC (hexane). RXN SMILES: [C:1]([N-:5][CH:6]=[CH:7][N-:8][C:9]([CH3:12])([CH3:11])[CH3:10])([CH3:4])([CH3:3])[CH3:2].[Li+].[Li+].[Cl:15][SiH:16](Cl)Cl>CCCCCC>[Cl:15][SiH:16]1[N:5]([C:1]([CH3:3])([CH3:4])[CH3:2])[CH:6]=[CH:7][N:8]1[C:9]([CH3:12])([CH3:11])[CH3:10] |f:0.1.2|. The reactants are C(C)(C)(C)[N-]C=C[N-]C(C)(C)C.[Li+].[Li+] (dilithium(N,N′-di-tert-butyl-1,2-vinylenediaminide)), Cl[SiH](Cl)Cl (trichlorosilane). Yields the product Cl[SiH]1N(C=CN1C(C)(C)C)C(C)(C)C (2-chloro-1,3-di-tert-butyl-1,3-diaza-2-silacyclopent-4-ene). Starting materials: Cl, CCOC(=O)N1CCC(n2c(=O)[nH]c3ccc(F)cc32)CC1, [Na+], [OH-]. The product is O=c1[nH]c2ccc(F)cc2n1C1CCNCC1. RXN SMILES: [ClH:25].[F:1][c:2]1[cH:3][cH:4][c:5]2[c:6]([n:7]([CH:11]3[CH2:12][CH2:13][N:14]([C:17]([O:18][CH2:19][CH3:20])=[O:21])[CH2:15][CH2:16]3)[c:8](=[O:10])[nH:9]2)[cH:22]1.[Na+:24].[OH-:23]>>[F:1][c:2]1[cH:3][cH:4][c:5]2[c:6]([n:7]([CH:11]3[CH2:12][CH2:13][NH:14][CH2:15][CH2:16]3)[c:8](=[O:10])[nH:9]2)[cH:22]1.